From a dataset of the Open Reaction Database (ORD), a public repository of structured organic reaction records. describe an organic reaction: reactants, conditions, products, and yield The reactants are CC#N, CC(C)c1ncc[nH]1, CCN(C(C)C)C(C)C, O=[N+]([O-])c1cc(Cl)ccc1F. The product is CC(C)c1nccn1-c1ccc(Cl)cc1[N+](=O)[O-]. RXN SMILES: [CH3:29][C:30]#[N:31].[CH:12]([CH3:13])([CH3:14])[c:15]1[nH:16][cH:17][cH:18][n:19]1.[CH:20]([N:21]([CH2:22][CH3:23])[CH:24]([CH3:25])[CH3:26])([CH3:27])[CH3:28].[Cl:1][c:2]1[cH:3][c:4]([N+:9](=[O:10])[O-:11])[c:5]([F:8])[cH:6][cH:7]1>>[Cl:1][c:2]1[cH:3][c:4]([N+:9](=[O:10])[O-:11])[c:5](-[n:16]2[c:15]([CH:12]([CH3:13])[CH3:14])[n:19][cH:18][cH:17]2)[cH:6][cH:7]1. The reactants are FC1=C(C=CC=C1F)C(CCCCCCC)O (1 -(2,3-Difluorophenyl)octan-1-ol), O=P12OP3(=O)OP(=O)(O1)OP(=O)(O2)O3 (phosphorus pentoxide). The reagents and catalysts are [Pd] (palladium-on-charcoal). The product is FC1=C(C=CC=C1F)CCCCCCCC (2,3-Difluoro-1-octylbenzene). As a reaction SMILES: [F:1][C:2]1[C:7]([F:8])=[CH:6][CH:5]=[CH:4][C:3]=1[CH:9](O)[CH2:10][CH2:11][CH2:12][CH2:13][CH2:14][CH2:15][CH3:16].O=P12OP3(OP(OP(O3)(O1)=O)(=O)O2)=O>[Pd]>[F:1][C:2]1[C:7]([F:8])=[CH:6][CH:5]=[CH:4][C:3]=1[CH2:9][CH2:10][CH2:11][CH2:12][CH2:13][CH2:14][CH2:15][CH3:16]. Reported procedure: Quantities: compound from Example 19 (53.3 g, 0.22 mol), phosphorus pentoxide (95 g, 0.67 mol) and 5% palladium-on-charcoal (5.5 g). The experimental procedure was as described in Example 22. Starting materials: NC=C(C(=O)OCC)C=1N(C=CC1C(=O)OC)CC1=CC=C(C=C1)OC (methyl 2-{2-amino-1-[(ethyloxy)carbonyl]ethenyl}-1-{[4-(methyloxy)phenyl]methyl}-1H-pyrrole-3-carboxylate), CC(C)([O-])C.[Na+] (sodium tert-butoxide), CN(C=O)C (dimethylformamide), O (water). Run in C(C)(=O)OCC (ethyl acetate). Conditions: time 25 minute. Product: COC1=CC=C(C=C1)CN1C=CC=2C(NC=C(C21)C(=O)OCC)=O (Ethyl 1-{[4-(methyloxy)phenyl]methyl}-4-oxo-4,5-dihydro-1H-pyrrolo[3,2-c]pyridine-7-carboxylate). The yield is 537.9%. Reaction SMILES: [NH2:1][CH:2]=[C:3]([C:9]1[N:10]([CH2:18][C:19]2[CH:24]=[CH:23][C:22]([O:25][CH3:26])=[CH:21][CH:20]=2)[CH:11]=[CH:12][C:13]=1[C:14]([O:16]C)=O)[C:4]([O:6][CH2:7][CH3:8])=[O:5].CC(C)([O-])C.[Na+].CN(C)C=O.O>C(OCC)(=O)C>[CH3:26][O:25][C:22]1[CH:21]=[CH:20][C:19]([CH2:18][N:10]2[C:9]3[C:3]([C:4]([O:6][CH2:7][CH3:8])=[O:5])=[CH:2][NH:1][C:14](=[O:16])[C:13]=3[CH:12]=[CH:11]2)=[CH:24][CH:23]=1 |f:1.2|. Procedure details: A mixture of methyl 2-{2-amino-1-[(ethyloxy)carbonyl]ethenyl}-1-{[4-(methyloxy)phenyl]methyl}-1H-pyrrole-3-carboxylate (2.95 g), sodium tert-butoxide (0.38 g) and dimethylformamide (20 ml) was irradiated with microwaves at 180° C. for 2.5 h. The procedure was repeated five times, the cooled solutions combined, added slowly to iced water then stirred for 25 minutes. A precipitate formed which was dissolved in ethyl acetate and washed with water. The aqueous layer was separated and extracted three... Starting materials: glass, C(C)(=O)OC1=CC=C(C=C)C=C1 (4-acetoxystyrene), C(C=C)Br (allylbromide), [OH-].[K+] (potassium hydroxide), O (water). Run in C1(=CC=CC=C1)C (toluene), O1CCOCC1 (1,4-dioxane), O1CCOCC1 (1,4-dioxane). Reaction conditions: temperature 5 celsius, time 2.5 hour. Product: C(C=C)OC1=CC=C(C=C)C=C1 (4-allyloxystyrene). RXN SMILES: [OH-].[K+].O.[C:4]([O:7][C:8]1[CH:15]=[CH:14][C:11]([CH:12]=[CH2:13])=[CH:10][CH:9]=1)(=O)[CH3:5].[CH2:16](Br)C=C>O1CCOCC1.C1(C)C=CC=CC=1>[CH2:4]([O:7][C:8]1[CH:15]=[CH:14][C:11]([CH:12]=[CH2:13])=[CH:10][CH:9]=1)[CH:5]=[CH2:16] |f:0.1|. Procedure details: To a 4-necked, nitrogen swept, 2 liter glass reaction vessel equipped with a mechanical stirrer, double-walled condenser, thermocouple and pressure compensating addition funnel is added 1,4-dioxane (600 mls), potassium hydroxide (112.0 g, 2.00 moles) and water (39 g). The mixture is stirred and cooled to 10° C. at which time 4-acetoxystyrene (162.0 g, 1.00 moles) is added over approximately 5 minutes. The mixture is stirred for a further 1.5 hour and cooled to 5° C. A solution of allylbromide (1...